This data is from the Open Reaction Database (ORD), a public repository of structured organic reaction records. The task is: describe an organic reaction: reactants, conditions, products, and yield The reactants are C1CCNCC1, CCO, O=C1Cc2ccc(Cl)cc2N1, O=Cc1cc2ccccc2[nH]1. Product: O=C1Nc2cc(Cl)ccc2C1=Cc1cc2ccccc2[nH]1. RXN SMILES: [CH2:23]1[CH2:24][CH2:25][NH:26][CH2:27][CH2:28]1.[CH3:29][CH2:30][OH:31].[Cl:1][c:2]1[cH:3][cH:4][c:5]2[c:9]([cH:10]1)[NH:8][C:7](=[O:11])[CH2:6]2.[nH:12]1[c:13]([CH:21]=[O:22])[cH:14][c:15]2[cH:16][cH:17][cH:18][cH:19][c:20]12>>[Cl:1][c:2]1[cH:3][cH:4][c:5]2[c:9]([cH:10]1)[NH:8][C:7](=[O:11])[C:6]2=[CH:21][c:13]1[nH:12][c:20]2[c:15]([cH:14]1)[cH:16][cH:17][cH:18][cH:19]2.